This data is from the Open Reaction Database (ORD), a public repository of structured organic reaction records. The task is: describe an organic reaction: reactants, conditions, products, and yield Starting materials: C(C1=CC=CC=C1)OC1=CC=C(C=C1)C(C(C(=O)OCC)=O)C=O (ethyl 4-benzyloxyphenyl-2,4-dioxobutanoate), O.NN (hydrazine hydrate). Run in C(C)O (ethanol). Product: C(C1=CC=CC=C1)OC1=CC=C(C=C1)C=1C=C(NN1)C(=O)OCC (ethyl 5-(4-benzyloxyphenyl)-2H-pyrazole-3-carboxylate). As a reaction SMILES: [CH2:1]([O:8][C:9]1[CH:14]=[CH:13][C:12]([CH:15](C=O)[C:16](=O)[C:17](OCC)=O)=[CH:11][CH:10]=1)[C:2]1[CH:7]=[CH:6][CH:5]=[CH:4][CH:3]=1.[OH2:25].[NH2:26][NH2:27]>C(O)C>[CH2:1]([O:8][C:9]1[CH:10]=[CH:11][C:12]([C:15]2[CH:16]=[C:17]([C:9]([O:8][CH2:1][CH3:2])=[O:25])[NH:26][N:27]=2)=[CH:13][CH:14]=1)[C:2]1[CH:3]=[CH:4][CH:5]=[CH:6][CH:7]=1 |f:1.2|. Procedure details: A suspension of ethyl 4-benzyloxyphenyl-2,4-dioxobutanoate (35.86 g) in ethanol (300 mL) is treated with hydrazine hydrate (6 mL) and the mixture is heated at reflux for 2 hours. The reaction mixture is cooled to room temperature, filtered, and the solid washed with ethanol to give ethyl 5-(4-benzyloxyphenyl)-2H-pyrazole-3-carboxylate (25 g), m.p. 160-170° C. The reactants are NCCCCC1=NC=CC=C1 (2-(4-aminobutyl)pyridine), CSC(N[N+](=O)[O-])=N (S-methyl-N-nitroisothiourea). Solvent: CO (methanol). The product is N1=C(C=CC=C1)CCCCNC(=N)N[N+](=O)[O-] (N-[4-(2-pyridyl)butyl]-N'-nitroguanidine). As a reaction SMILES: [NH2:1][CH2:2][CH2:3][CH2:4][CH2:5][C:6]1[CH:11]=[CH:10][CH:9]=[CH:8][N:7]=1.CS[C:14](=[NH:19])[NH:15][N+:16]([O-:18])=[O:17]>CO>[N:7]1[CH:8]=[CH:9][CH:10]=[CH:11][C:6]=1[CH2:5][CH2:4][CH2:3][CH2:2][NH:1][C:14]([NH:15][N+:16]([O-:18])=[O:17])=[NH:19]. Procedure: A solution of 2-(4-aminobutyl)pyridine (2.9 g) and S-methyl-N-nitroisothiourea (2.9 g) in methanol (50 ml) was heated at 50°-65° for 4-5 hours. Concentration, followed by recrystallisation of the residue yielded N-[4-(2-pyridyl)butyl]-N'-nitroguanidine.